This data is from the Open Reaction Database (ORD), a public repository of structured organic reaction records. The task is: describe an organic reaction: reactants, conditions, products, and yield Yields the product C(C)(=O)N1CCN2C(N(C(C2(C1)CC1=CC=C(C=C1)Br)=O)C1=CC(=CC(=C1)Cl)Cl)=O (4-Acetyl-6-(4-bromobenzyl)-8-(3,5-dichloro-phenyl)-1,4,8-triazabicyclo[4.3.0]nonane-7,9-dione). RXN SMILES: [Br:1][C:2]1[CH:27]=[CH:26][C:5]([CH2:6][C:7]23[C:15](=[O:16])[N:14]([C:17]4[CH:22]=[C:21]([Cl:23])[CH:20]=[C:19]([Cl:24])[CH:18]=4)[C:13](=[O:25])[N:12]2[CH2:11][CH2:10][NH:9][CH2:8]3)=[CH:4][CH:3]=1.[C:28](Cl)(=[O:30])[CH3:29]>C1COCC1.CCN(C(C)C)C(C)C.CCOC(C)=O>[C:28]([N:9]1[CH2:8][C:7]2([CH2:6][C:5]3[CH:26]=[CH:27][C:2]([Br:1])=[CH:3][CH:4]=3)[N:12]([C:13](=[O:25])[N:14]([C:17]3[CH:22]=[C:21]([Cl:23])[CH:20]=[C:19]([Cl:24])[CH:18]=3)[C:15]2=[O:16])[CH2:11][CH2:10]1)(=[O:30])[CH3:29]. Run at time 30 minute. Reactants: BrC1=CC=C(CC23CNCCN3C(N(C2=O)C2=CC(=CC(=C2)Cl)Cl)=O)C=C1 (6-(4-bromobenzyl)-8-(3,5-dichlorophenyl)-1,4,8-triazabicyclo[4.3.0]nonane-7,9-dione), C(C)(=O)Cl (acetyl chloride). The solvent is C1CCOC1 (THF), CCN(C(C)C)C(C)C (DIEA), CCOC(=O)C (EtOAc). Reported procedure: To a solution of 6-(4-bromobenzyl)-8-(3,5-dichlorophenyl)-1,4,8-triazabicyclo[4.3.0]nonane-7,9-dione (0.062 g) in THF (2.5 mL) and DIEA (0.030 mL) was added acetyl chloride (0.015 mL). After 30 minutes, the reaction mixture was diluted with EtOAc and the solution washed with NaHCO3, and brine, dried (Na2SO4), filtered, and concentrated. Purification by chromatography (Silica gel: CH2Cl2/MeOH: 99/1, Chromatotron) afforded the titled compound (0.046 g,). MS (m/z) 510 (MH+). mp 89.6° C.